From a dataset of the Open Reaction Database (ORD), a public repository of structured organic reaction records. describe an organic reaction: reactants, conditions, products, and yield The reactants are Cc1ccccc1, O=S(=O)(c1ccccc1)n1c(C2(O)CCN(Cc3ccccc3)CC2)cc2ccccc21, Cc1ccc(S(=O)(=O)O)cc1. RXN SMILES: [CH3:44][c:45]1[cH:46][cH:47][cH:48][cH:49][cH:50]1.[c:1]1([S:7](=[O:8])(=[O:9])[n:10]2[c:11]([C:19]3([OH:32])[CH2:20][CH2:21][N:22]([CH2:25][c:26]4[cH:27][cH:28][cH:29][cH:30][cH:31]4)[CH2:23][CH2:24]3)[cH:12][c:13]3[cH:14][cH:15][cH:16][cH:17][c:18]23)[cH:2][cH:3][cH:4][cH:5][cH:6]1.[c:33]1([CH3:34])[cH:35][cH:36][c:37]([S:38]([OH:39])(=[O:40])=[O:41])[cH:42][cH:43]1>>[c:1]1([S:7](=[O:8])(=[O:9])[n:10]2[c:11]([C:19]3=[CH:20][CH2:21][N:22]([CH2:25][c:26]4[cH:27][cH:28][cH:29][cH:30][cH:31]4)[CH2:23][CH2:24]3)[cH:12][c:13]3[cH:14][cH:15][cH:16][cH:17][c:18]23)[cH:2][cH:3][cH:4][cH:5][cH:6]1. Yields the product O=S(=O)(c1ccccc1)n1c(C2=CCN(Cc3ccccc3)CC2)cc2ccccc21. The reactants are FC1=C(C=CC2=C1OCC1=CN=C(C=C12)NC(C)=O)O (N-(7-fluoro-8-hydroxy-5H-chromeno[3,4-c]pyridin-2-yl)acetamide), C(=O)(C(F)(F)F)O (TFA), C([O-])([O-])=O.[K+].[K+] (potassium carbonate), CS(=O)(=O)OC[C@H](CC(C)C)NC(=O)OC(C)(C)C ((S)-2-((tert-butoxycarbonyl)amino)-4-methylpentyl methanesulfonate). The solvent is CN(C)C=O (DMF), O (water). Conditions: temperature 90 celsius. Yields the product C(C)(=O)NC=1C=C2C(=CN1)COC=1C(=C(C=CC12)OC[C@H](CC(C)C)NC(OC(C)(C)C)=O)F ((S)-tert-butyl (1-((2-acetamido-7-fluoro-5H-chromeno[3,4-c]pyridin-8-yl)oxy)-4-methylpentan-2-yl)carbamate). The yield is 37.0%. As a reaction SMILES: [F:1][C:2]1[C:7]2[O:8][CH2:9][C:10]3[C:15]([C:6]=2[CH:5]=[CH:4][C:3]=1[OH:20])=[CH:14][C:13]([NH:16][C:17](=[O:19])[CH3:18])=[N:12][CH:11]=3.C(O)(C(F)(F)F)=O.C(=O)([O-])[O-].[K+].[K+].CS(O[CH2:39][C@@H:40]([NH:45][C:46]([O:48][C:49]([CH3:52])([CH3:51])[CH3:50])=[O:47])[CH2:41][CH:42]([CH3:44])[CH3:43])(=O)=O>CN(C=O)C.O>[C:17]([NH:16][C:13]1[CH:14]=[C:15]2[C:6]3[CH:5]=[CH:4][C:3]([O:20][CH2:39][C@@H:40]([NH:45][C:46](=[O:47])[O:48][C:49]([CH3:50])([CH3:51])[CH3:52])[CH2:41][CH:42]([CH3:43])[CH3:44])=[C:2]([F:1])[C:7]=3[O:8][CH2:9][C:10]2=[CH:11][N:12]=1)(=[O:19])[CH3:18] |f:2.3.4|. Procedure details: To a stirred solution of N-(7-fluoro-8-hydroxy-5H-chromeno[3,4-c]pyridin-2-yl)acetamide, TFA (70 mg, 0.170 mmol) and potassium carbonate (97 mg, 0.704 mmol) in DMF (4 mL) was added (S)-2-((tert-butoxycarbonyl)amino)-4-methylpentyl methanesulfonate (52.0 mg, 0.176 mmol) at room temperature and the reaction mixture was heated to 90° C. for 1 h. After completion of reaction, the volatiles were removed under reduced pressure to afford a brown residue. To this residue water (15 mL) was added and the ... Reactants: C[O-], CO, Fc1cc(I)cc(F)n1, [Na+], C1CCOC1. The product is COc1cc(I)cc(F)n1. As a reaction SMILES: [CH3:10][O-:11].[CH3:18][OH:19].[F:1][c:2]1[n:3][c:4]([F:9])[cH:5][c:6]([I:8])[cH:7]1.[Na+:12].[O:13]1[CH2:14][CH2:15][CH2:16][CH2:17]1>>[F:1][c:2]1[n:3][c:4]([O:11][CH3:10])[cH:5][c:6]([I:8])[cH:7]1. Starting materials: C[Al](C)C, CCO, COCCOC, COc1cc2sc(C(=O)N3CCOCC3)c(Cl)c2cc1OC, Cl, O. The product is COc1cc2sc(C(=O)N3CCOCC3)c(C)c2cc1OC. As a reaction SMILES: [CH3:23][Al:24]([CH3:25])[CH3:26].[CH3:27][CH2:28][OH:29].[CH3:31][O:32][CH2:33][CH2:34][O:35][CH3:36].[Cl:1][c:2]1[c:3]2[c:4]([s:5][c:6]1[C:7](=[O:8])[N:9]1[CH2:10][CH2:11][O:12][CH2:13][CH2:14]1)[cH:15][c:16]([O:21][CH3:22])[c:17]([O:19][CH3:20])[cH:18]2.[ClH:30].[OH2:37]>>[c:2]1([CH3:23])[c:3]2[c:4]([s:5][c:6]1[C:7](=[O:8])[N:9]1[CH2:10][CH2:11][O:12][CH2:13][CH2:14]1)[cH:15][c:16]([O:21][CH3:22])[c:17]([O:19][CH3:20])[cH:18]2. Reactants: BrC=1C=C(C=NC1)C(C)=O (1-(5-bromo-pyridin-3-yl)-ethanone), C(=O)([O-])[O-].[Na+].[Na+] (Na2CO3), C[Si](C(F)(F)F)(C)C (trimethyl-trifluoromethyl-silane), Cl (HCl). The reagents and catalysts are [F-].C(CCC)[N+](CCCC)(CCCC)CCCC (tetrabutyl-ammonium fluoride). Run in C1CCOC1 (THF). Run at time 3 hour. Product: BrC=1C=C(C=NC1)C(C(F)(F)F)(C)O (2-(5-bromo-3-pyridyl)-1,1,1-trifluoro-propan-2-ol). The yield is 82.9%. Reaction SMILES: [Br:1][C:2]1[CH:3]=[C:4]([C:8](=[O:10])[CH3:9])[CH:5]=[N:6][CH:7]=1.C[Si](C)(C)[C:13]([F:16])([F:15])[F:14].Cl.C([O-])([O-])=O.[Na+].[Na+]>C1COCC1.[F-].C([N+](CCCC)(CCCC)CCCC)CCC>[Br:1][C:2]1[CH:3]=[C:4]([C:8]([OH:10])([CH3:9])[C:13]([F:16])([F:15])[F:14])[CH:5]=[N:6][CH:7]=1 |f:3.4.5,7.8|. Procedure details: To a solution of 1-(5-bromo-pyridin-3-yl)-ethanone (1.0 g, 5.0 mmol) in THF (dry, 25 ml) at room temperature is added tetrabutyl-ammonium fluoride (0.35 ml, 1M in THF, 0.35 mmol). Then trimethyl-trifluoromethyl-silane (3.25 ml, 2.0M in THF, 6.5 mmol) is added to the reaction mixture dropwise. The reaction mixture is stirred for 3 h. Then HCl (4N, 6.6 ml, 26.5 mmol) is added to the mixture. The reaction mixture is stirred for 4 h at room temperature and then is neutralized by adding Na2CO3 powder... Reactants: CC1=C(C=C(C=C1)C=1OC(=NN1)C)C1=CC=C(C=C1)C(=O)NCC1=CC=CC2=CC=CC=C12 (2′-methyl-5′-(5-methyl-1,3,4-oxadiazol-2-yl)-N-(naphth-1-ylmethyl)-1,1′-biphenyl-4-carboxamide), IC (iodomethane). Product: CC1=C(C=C(C=C1)C=1OC(=NN1)C)C1=CC=C(C=C1)C(=O)N(CC1=CC=CC2=CC=CC=C12)C (2′-Methyl-N-methyl-5′-(5-methyl-1,3,4-oxadiazol-2-yl)-N-(naphth-1-ylmethyl)-1,1′-biphenyl-4-carboxamide). RXN SMILES: [CH3:1][C:2]1[CH:7]=[CH:6][C:5]([C:8]2[O:9][C:10]([CH3:13])=[N:11][N:12]=2)=[CH:4][C:3]=1[C:14]1[CH:19]=[CH:18][C:17]([C:20]([NH:22][CH2:23][C:24]2[C:33]3[C:28](=[CH:29][CH:30]=[CH:31][CH:32]=3)[CH:27]=[CH:26][CH:25]=2)=[O:21])=[CH:16][CH:15]=1.I[CH3:35]>>[CH3:1][C:2]1[CH:7]=[CH:6][C:5]([C:8]2[O:9][C:10]([CH3:13])=[N:11][N:12]=2)=[CH:4][C:3]=1[C:14]1[CH:15]=[CH:16][C:17]([C:20]([N:22]([CH3:35])[CH2:23][C:24]2[C:33]3[C:28](=[CH:29][CH:30]=[CH:31][CH:32]=3)[CH:27]=[CH:26][CH:25]=2)=[O:21])=[CH:18][CH:19]=1. Reported procedure: 2′-Methyl-N-methyl-5′-(5-methyl-1,3,4-oxadiazol-2-yl)-N-(naphth-1-ylmethyl)-1,1′-biphenyl-4-carboxamide was prepared from 2′-methyl-5′-(5-methyl-1,3,4-oxadiazol-2-yl)-N-(naphth-1-ylmethyl)-1,1′-biphenyl-4-carboxamide and iodomethane using method L. NMR; δH [2H6]—DMSO 8.17,(1H, d), 7.99-7.40,(13H, m), 5.19-5.05,(2H, m), 3.03,(1H, s), 2.85,(2H, s), 2.55,(3H, s), 2.32-2.23,(3H, m). LCMS; retention time 3.66 min, MH+ 448. Starting materials: ClC1=NC(=NC=C1OCC1CC1)CS(=O)(=O)C (4-chloro-5-(cyclopropylmethoxy)-2-(methylsulfonylmethyl)pyrimidine), N#N (N2), CN1C(C2=CC=CC=C2C(=C1)B1OC(C(O1)(C)C)(C)C)=O (2-methyl-4-(4,4,5,5-tetramethyl-1,3,2-dioxaborolan-2-yl)isoquinolin-1-one), [O-]P(=O)([O-])[O-].[K+].[K+].[K+] (K3PO4). The reagents and catalysts are C1=CC=C(C=C1)P([C-]2C=CC=C2)C3=CC=CC=C3.C1=CC=C(C=C1)P([C-]2C=CC=C2)C3=CC=CC=C3.Cl[Pd]Cl.[Fe+2] (Pd(dppf)Cl2), O (water). Solvent: O1CCOCC1 (dioxane). Run at temperature 70 celsius. Yields the product C1(CC1)COC=1C(=NC(=NC1)CS(=O)(=O)C)C1=CN(C(C2=CC=CC=C12)=O)C (4-[5-(cyclopropylmethoxy)-2-(methylsulfonylmethyl)pyrimidin-4-yl]-2-methylisoquinolin-1-one). Isolated yield 42.9%. RXN SMILES: Cl[C:2]1[C:7]([O:8][CH2:9][CH:10]2[CH2:12][CH2:11]2)=[CH:6][N:5]=[C:4]([CH2:13][S:14]([CH3:17])(=[O:16])=[O:15])[N:3]=1.[CH3:18][N:19]1[CH:28]=[C:27](B2OC(C)(C)C(C)(C)O2)[C:26]2[C:21](=[CH:22][CH:23]=[CH:24][CH:25]=2)[C:20]1=[O:38].[O-]P([O-])([O-])=O.[K+].[K+].[K+].N#N>O1CCOCC1.O.C1C=CC(P(C2C=CC=CC=2)[C-]2C=CC=C2)=CC=1.C1C=CC(P(C2C=CC=CC=2)[C-]2C=CC=C2)=CC=1.Cl[Pd]Cl.[Fe+2]>[CH:10]1([CH2:9][O:8][C:7]2[C:2]([C:27]3[C:26]4[C:21](=[CH:22][CH:23]=[CH:24][CH:25]=4)[C:20](=[O:38])[N:19]([CH3:18])[CH:28]=3)=[N:3][C:4]([CH2:13][S:14]([CH3:17])(=[O:16])=[O:15])=[N:5][CH:6]=2)[CH2:12][CH2:11]1 |f:2.3.4.5,9.10.11.12|. Reported procedure: The title compound of step 2 (100 mg, 0.36 mmol), the title compound of Example 89, step 1 (124 mg, 0.43 mmol), Pd(dppf)Cl2 (27 mg, 0.03 mmol) and K3PO4 (154 mg, 0.72 mmol) in dioxane (5 mL) and water (5 drops) were N2 purged and heated to 70° C. for 18 h. After concentration under vacuum, the residue was purified using silica gel chromatography followed by prep-HPLC to give the title compound (61.7 mg, 42.7%) as a yellow solid. 1H NMR (DMSO-d6, 400 MHz) δ 8.29 (d, J=7.2 Hz, 1H), 7.69-7.65 (m, 3... Starting materials: NC=1SC(=CC1)N (2,5-diaminothiophene), [N+](=O)([O-])C1=CC=C(C=C1)Cl (p-nitrochlorobenzene), C([O-])([O-])=O.[K+].[K+] (potassium carbonate). The reagents and catalysts are [Cu] (copper). The solvent is CN(C=O)C (dimethylformamide). Conditions: time 4 day. The product is [N+](=O)([O-])C1=CC=C(C=C1)C1=C(S(C(=C1)N)(C1=CC=C(C=C1)[N+](=O)[O-])(C1=CC=C(C=C1)[N+](=O)[O-])C1=CC=C(C=C1)[N+](=O)[O-])N (tetrakis(p-nitrophenyl)-2,5-diaminothiophene). As a reaction SMILES: [NH2:1][C:2]1[S:3][C:4]([NH2:7])=[CH:5][CH:6]=1.[N+:8]([C:11]1[CH:16]=[CH:15][C:14](Cl)=[CH:13][CH:12]=1)([O-:10])=[O:9].C(=O)([O-])[O-].[K+].[K+]>[Cu].CN(C)C=O>[N+:8]([C:11]1[CH:16]=[CH:15][C:14]([C:6]2[CH:5]=[C:4]([NH2:7])[SH:3]([C:14]3[CH:15]=[CH:16][C:11]([N+:8]([O-:10])=[O:9])=[CH:12][CH:13]=3)([C:14]3[CH:15]=[CH:16][C:11]([N+:8]([O-:10])=[O:9])=[CH:12][CH:13]=3)([C:14]3[CH:15]=[CH:16][C:11]([N+:8]([O-:10])=[O:9])=[CH:12][CH:13]=3)[C:2]=2[NH2:1])=[CH:13][CH:12]=1)([O-:10])=[O:9] |f:2.3.4|. Procedure details: In 600 parts of dimethylformamide, 0.5 mol (60 parts) of 2,5-diaminothiophene, 2.3 mol (360 parts) of p-nitrochlorobenzene, 1.2 mol (170 parts) of anhydrous potassium carbonate and 10 parts of copper powder were refluxed with stirring for 4 days. After the reaction was completed, the reaction mixture was filtered, and the residue was thoroughly washed with dimethylformamide, water and acetone, and then dried. Thus, 105 parts of reddish brown tetrakis(p-nitrophenyl)-2,5-diaminothiophene was obtai... The reactants are ClC1=CC=C(CN2CCN(CC2)CCCCl)C=C1 (1-(4-chlorobenzyl)-4-(3-chloropropyl)piperazine), C(C1=CC=CC=C1)OC1=CC(OC2=CC(=CC=C12)O)=O (4-benzyloxy-7-hydroxycoumarin), [H-].[Na+] (sodium hydride), [Na] (sodium). Solvent: NN-dimethylformamide, NN-dimethylformamide. Conditions: time 1 hour. Product: C(C1=CC=CC=C1)OC1=CC(OC2=CC(=CC=C12)OCCCN1CCN(CC1)CC1=CC=C(C=C1)Cl)=O (1-[3-(4-Benzyloxycoumarin-7-yloxy)propyl]-4-(4-chlorobenzyl)piperazine). Yield: 74.3%. Reaction SMILES: [CH2:1]([O:8][C:9]1[C:18]2[C:13](=[CH:14][C:15]([OH:19])=[CH:16][CH:17]=2)[O:12][C:11](=[O:20])[CH:10]=1)[C:2]1[CH:7]=[CH:6][CH:5]=[CH:4][CH:3]=1.[H-].[Na+].[Na].[Cl:24][C:25]1[CH:41]=[CH:40][C:28]([CH2:29][N:30]2[CH2:35][CH2:34][N:33]([CH2:36][CH2:37][CH2:38]Cl)[CH2:32][CH2:31]2)=[CH:27][CH:26]=1>>[CH2:1]([O:8][C:9]1[C:18]2[C:13](=[CH:14][C:15]([O:19][CH2:38][CH2:37][CH2:36][N:33]3[CH2:34][CH2:35][N:30]([CH2:29][C:28]4[CH:27]=[CH:26][C:25]([Cl:24])=[CH:41][CH:40]=4)[CH2:31][CH2:32]3)=[CH:16][CH:17]=2)[O:12][C:11](=[O:20])[CH:10]=1)[C:2]1[CH:7]=[CH:6][CH:5]=[CH:4][CH:3]=1 |f:1.2,^1:22|. Procedure details: To a solution of 4-benzyloxy-7-hydroxycoumarin (9.4 g, 0.035 mole) in dry NN-dimethylformamide (35 ml) was added sodium hydride (0.84 g; 0.035 mole) and the mixture stirred for 1 hour at 100° to complete formation of the sodium salt. To this was added a solution of 1-(4-chlorobenzyl)-4-(3-chloropropyl)piperazine (9.3 g; 0.035 mole) in dry NN-dimethylformamide (40 ml) over 1 hour and the resulting mixture stirred for 4 hours at 100°. The precipitated sodium chloride was filtered from the cooled m... Starting materials: ClC1=CC=C(C=C1)I (1-chloro-4-iodobenzene), C(C)N(C1CN(CC1)C(=O)C1=NNC(=C1C)C1=CC(=CC=C1)C#C)CC ((3-diethylamino-pyrrolidin-1-yl)-[5-(3-ethynyl-phenyl)-4-methyl-1H-pyrazol-3-yl]-methanone). Product: ClC1=CC=C(C=C1)C#CC=1C=C(C=CC1)C1=C(C(=NN1)C(=O)N1CC(CC1)N(CC)CC)C ({5-[3-(4-Chloro-phenylethynyl)-phenyl]-4-methyl-1H-pyrazol-3-yl}-(3-diethylamino-pyrrolidin-1-yl)-methanone). Yield: 74.0%. Reaction SMILES: [Cl:1][C:2]1[CH:7]=[CH:6][C:5](I)=[CH:4][CH:3]=1.[CH2:9]([N:11]([CH2:33][CH3:34])[CH:12]1[CH2:16][CH2:15][N:14]([C:17]([C:19]2[C:23]([CH3:24])=[C:22]([C:25]3[CH:30]=[CH:29][CH:28]=[C:27]([C:31]#[CH:32])[CH:26]=3)[NH:21][N:20]=2)=[O:18])[CH2:13]1)[CH3:10]>>[Cl:1][C:2]1[CH:7]=[CH:6][C:5]([C:32]#[C:31][C:27]2[CH:26]=[C:25]([C:22]3[NH:21][N:20]=[C:19]([C:17]([N:14]4[CH2:15][CH2:16][CH:12]([N:11]([CH2:33][CH3:34])[CH2:9][CH3:10])[CH2:13]4)=[O:18])[C:23]=3[CH3:24])[CH:30]=[CH:29][CH:28]=2)=[CH:4][CH:3]=1. Procedure details: In analogy to the procedure described in Example 31F], 1-chloro-4-iodobenzene and (3-diethylamino-pyrrolidin-1-yl)-[5-(3-ethynyl-phenyl)-4-methyl-1H-pyrazol-3-yl]-methanone (Example 31E]) gave the title compound in 74% yield light yellow powder. MS: 461.1 (MH+, 1 Cl).